Task: describe an organic reaction: reactants, conditions, products, and yield. Dataset: the Open Reaction Database (ORD), a public repository of structured organic reaction records Reactants: CCC(Br)C(=O)[O-], CC(C)OP(=O)(CP(=O)(OC(C)C)OC(C)C)OC(C)C, Cc1ccccc1, [H-], [Na+], O. The product is CC(C)OP(=O)(OC(C)C)C(CC(=O)O)P(=O)(OC(C)C)OC(C)C. As a reaction SMILES: [CH2:24]([CH:26]([Br:25])[C:27](=[O:28])[O-:29])[CH3:30].[CH2:3]([P:4]([O:5][CH:6]([CH3:7])[CH3:8])(=[O:9])[O:10][CH:11]([CH3:12])[CH3:13])[P:14]([O:15][CH:16]([CH3:17])[CH3:18])(=[O:19])[O:20][CH:21]([CH3:22])[CH3:23].[CH3:32][c:33]1[cH:34][cH:35][cH:36][cH:37][cH:38]1.[H-:1].[Na+:2].[OH2:31]>>[CH:3]([P:4]([O:5][CH:6]([CH3:7])[CH3:8])(=[O:9])[O:10][CH:11]([CH3:12])[CH3:13])([P:14]([O:15][CH:16]([CH3:17])[CH3:18])(=[O:19])[O:20][CH:21]([CH3:22])[CH3:23])[CH2:26][C:27](=[O:28])[OH:29].